This data is from the Open Reaction Database (ORD), a public repository of structured organic reaction records. The task is: describe an organic reaction: reactants, conditions, products, and yield Starting materials: CCOC(=O)CCc1cccc(-c2cnc(-c3ccc(OC(C)C)c(C#N)c3)s2)c1CC, CC(C)C[AlH]CC(C)C, ClCCl. The product is CCc1c(CCC=O)cccc1-c1cnc(-c2ccc(OC(C)C)c(C#N)c2)s1. Reaction SMILES: [C:1](#[N:2])[c:3]1[cH:4][c:5](-[c:13]2[s:14][c:15](-[c:18]3[c:19]([CH2:31][CH3:32])[c:20]([CH2:24][CH2:25][C:26](=[O:27])[O:28][CH2:29][CH3:30])[cH:21][cH:22][cH:23]3)[cH:16][n:17]2)[cH:6][cH:7][c:8]1[O:9][CH:10]([CH3:11])[CH3:12].[CH3:33][CH:34]([CH2:35][AlH:36][CH2:37][CH:38]([CH3:39])[CH3:40])[CH3:41].[Cl:42][CH2:43][Cl:44]>>[C:1](#[N:2])[c:3]1[cH:4][c:5](-[c:13]2[s:14][c:15](-[c:18]3[c:19]([CH2:31][CH3:32])[c:20]([CH2:24][CH2:25][CH:26]=[O:27])[cH:21][cH:22][cH:23]3)[cH:16][n:17]2)[cH:6][cH:7][c:8]1[O:9][CH:10]([CH3:11])[CH3:12]. Reactants: [Al+3], C1CCOC1, COC(=O)C1CNCC1c1ccc(OC)c(OC2CCCC2)c1, [H-], [H-], [H-], [H-], [Li+], [Na+], [OH-], O. The product is COc1ccc(C2CNCC2CO)cc1OC1CCCC1. As a reaction SMILES: [Al+3:25].[CH2:33]1[O:34][CH2:35][CH2:36][CH2:37]1.[CH:1]1([O:6][c:7]2[cH:8][c:9]([CH:15]3[CH2:16][NH:17][CH2:18][CH:19]3[C:20](=[O:21])[O:22][CH3:23])[cH:10][cH:11][c:12]2[O:13][CH3:14])[CH2:2][CH2:3][CH2:4][CH2:5]1.[H-:24].[H-:27].[H-:28].[H-:29].[Li+:26].[Na+:32].[OH-:31].[OH2:30]>>[CH:1]1([O:6][c:7]2[cH:8][c:9]([CH:15]3[CH2:16][NH:17][CH2:18][CH:19]3[CH2:20][OH:21])[cH:10][cH:11][c:12]2[O:13][CH3:14])[CH2:2][CH2:3][CH2:4][CH2:5]1. The reactants are ClC1=CC(=C(CN2N=CC3=CC(=CC=C23)\C=C/2\C(NC(S2)=O)=O)C=C1)C(F)(F)F ((5Z)-5-({1-[4-chloro-2-(trifluoromethyl)benzyl]-1H-indazol-5-yl}methylidene)-2,4-dioxo-1,3-thiazolidine), N1C=CC2=CC(=CC=C12)CO ((1H-indol-5-yl)methanol). Product: ClC1=CC(=C(CN2N=CC3=CC(=CC=C23)\C=C/2\C(N(C(S2)=O)CC=2C=C3C=CNC3=CC2)=O)C=C1)C(F)(F)F ((5Z)-5-({1-[4-Chloro-2-(trifluoromethyl)benzyl]-1H-indazol-5-yl}methylidene)-3-(1H-indol-5-ylmethyl)-1,3-thiazolidine-2,4-dione). As a reaction SMILES: [Cl:1][C:2]1[CH:25]=[CH:24][C:5]([CH2:6][N:7]2[C:15]3[C:10](=[CH:11][C:12](/[CH:16]=[C:17]4/[C:18](=[O:23])[NH:19][C:20](=[O:22])[S:21]/4)=[CH:13][CH:14]=3)[CH:9]=[N:8]2)=[C:4]([C:26]([F:29])([F:28])[F:27])[CH:3]=1.[NH:30]1[C:38]2[C:33](=[CH:34][C:35]([CH2:39]O)=[CH:36][CH:37]=2)[CH:32]=[CH:31]1>>[Cl:1][C:2]1[CH:25]=[CH:24][C:5]([CH2:6][N:7]2[C:15]3[C:10](=[CH:11][C:12](/[CH:16]=[C:17]4/[C:18](=[O:23])[N:19]([CH2:39][C:35]5[CH:34]=[C:33]6[C:38](=[CH:37][CH:36]=5)[NH:30][CH:31]=[CH:32]6)[C:20](=[O:22])[S:21]/4)=[CH:13][CH:14]=3)[CH:9]=[N:8]2)=[C:4]([C:26]([F:27])([F:29])[F:28])[CH:3]=1. Procedure: (5Z)-5-({1-[4-Chloro-2-(trifluoromethyl)benzyl]-1H-indazol-5-yl}methylidene)-3-(1H-indol-5-ylmethyl)-1,3-thiazolidine-2,4-dione was prepared from [(5Z)-5-({1-[4-chloro-2-(trifluoromethyl)benzyl]-1H-indazol-5-yl}methylidene)-2,4-dioxo-1,3-thiazolidine (from Example 1) and (1H-indol-5-yl)methanol following General Procedure J. The reactants are product, O (water), CSC1=C(C(=O)O)C=CC(=C1)[N+](=O)[O-] (2-(methylsulfanyl)-4-nitrobenzoic acid), C1CCOC1 (THF). Reagents/catalysts: CN(C)C=O (DMF), [N+](=O)([O-])[O-].[Ag+] (AgNO3). Solvent: O1CCOCC1 (dioxane). Run at time 2 hour. Product: CSC1=C(C=CC(=C1)[N+](=O)[O-])CC(=O)O ([2-(methylsulfanyl)-4-nitrophenyl]acetic acid). Reaction SMILES: [CH3:1][S:2][C:3]1[CH:11]=[C:10]([N+:12]([O-:14])=[O:13])[CH:9]=[CH:8][C:4]=1[C:5](O)=O.[OH2:15].C1[CH2:20][O:19]CC1>CN(C=O)C.O1CCOCC1.[N+]([O-])([O-])=O.[Ag+]>[CH3:1][S:2][C:3]1[CH:11]=[C:10]([N+:12]([O-:14])=[O:13])[CH:9]=[CH:8][C:4]=1[CH2:5][C:20]([OH:19])=[O:15] |f:5.6|. Reported procedure: A solution of 2-(methylsulfanyl)-4-nitrobenzoic acid (5.3 g, 24.9 mmol) in 50 mL of THF was treated with (CoCL)2 (17.5 ml) and then DMF (2 drops). After stirring at room temperature for 2 hours, the mixture was evaporated. The residue was dissolved in 50 mL of DCM and added a solution of CH2N2 in 80 mL Et2O at 0° C. and stirred overnight. After the reaction was completed, the Et2O was partly evaporated and the product (3.7 g) filtered. A solution of the product (3.7 g, 15.6 mmol) in 90 mL dioxan... Starting materials: ClC1=C(C(=C(OCC#N)C=C1)C)[N+](=O)[O-] ((4-chloro-2-methyl-3-nitrophenoxy)acetonitrile). The reagents and catalysts are [Zn] (zinc). Solvent: C(C)(=O)O (acetic acid). Reaction conditions: temperature 62.5 celsius. Product: NC=1C(=C(OCC#N)C=CC1Cl)C ((3-amino-4-chloro-2-methylphenoxy)acetonitrile). RXN SMILES: [Cl:1][C:2]1[CH:11]=[CH:10][C:5]([O:6][CH2:7][C:8]#[N:9])=[C:4]([CH3:12])[C:3]=1[N+:13]([O-])=O>C(O)(=O)C.[Zn]>[NH2:13][C:3]1[C:4]([CH3:12])=[C:5]([CH:10]=[CH:11][C:2]=1[Cl:1])[O:6][CH2:7][C:8]#[N:9]. Procedure details: A mixture of (4-chloro-2-methyl-3-nitrophenoxy)acetonitrile (9.1 g) and zinc (dust) (10.5 g) in glacial acetic acid (90 mL) was heated at 60-65° C. for 4 hr under an atmosphere of nitrogen. The reaction mixture was cooled to room temperature, then filtered through celite. The filtrate was evaporated under reduced pressure and the residue partitioned between ethyl ether (500 mL) and 10% ammonium hydroxide solution (500 mL). The ethereal solution was separated, washed with saturated sodium chlorid... Starting materials: C1(CCCCC1)CC=1C=C(C=CC1OCCC=1N=C(OC1C)C1=CC=C(C=C1)C1=CC=CC=C1)O (3-cyclohexylmethyl-4-[2-(5-methyl-2-biphenyl-4-yl-oxazole-4-yl)ethoxy]phenol), BrC(C(=O)OCC)(C)C (ethyl 2-bromo-2-methylpropanoate), C([O-])([O-])=O.[Cs+].[Cs+] (cesium carbonate). The solvent is CN(C)C=O (DMF). Reaction conditions: temperature 55 celsius. The product is C(C)OC(C(C)(C)OC1=CC(=C(C=C1)OCCC=1N=C(OC1C)C1=CC=C(C=C1)C1=CC=CC=C1)CC1CCCCC1)=O (2-{4-[2-(2-biphenyl-4-yl-5-methyloxazol-4-yl)ethoxy]-3-cyclohexylmethylphenoxy}-2-methylpropionic acid ethyl ester). As a reaction SMILES: [CH:1]1([CH2:7][C:8]2[CH:9]=[C:10]([OH:35])[CH:11]=[CH:12][C:13]=2[O:14][CH2:15][CH2:16][C:17]2[N:18]=[C:19]([C:23]3[CH:28]=[CH:27][C:26]([C:29]4[CH:34]=[CH:33][CH:32]=[CH:31][CH:30]=4)=[CH:25][CH:24]=3)[O:20][C:21]=2[CH3:22])[CH2:6][CH2:5][CH2:4][CH2:3][CH2:2]1.Br[C:37]([CH3:44])([CH3:43])[C:38]([O:40][CH2:41][CH3:42])=[O:39].C(=O)([O-])[O-].[Cs+].[Cs+]>CN(C=O)C>[CH2:41]([O:40][C:38](=[O:39])[C:37]([O:35][C:10]1[CH:11]=[CH:12][C:13]([O:14][CH2:15][CH2:16][C:17]2[N:18]=[C:19]([C:23]3[CH:24]=[CH:25][C:26]([C:29]4[CH:30]=[CH:31][CH:32]=[CH:33][CH:34]=4)=[CH:27][CH:28]=3)[O:20][C:21]=2[CH3:22])=[C:8]([CH2:7][CH:1]2[CH2:6][CH2:5][CH2:4][CH2:3][CH2:2]2)[CH:9]=1)([CH3:44])[CH3:43])[CH3:42] |f:2.3.4|. Procedure details: A mixture of 3-cyclohexylmethyl-4-[2-(5-methyl-2-biphenyl-4-yl-oxazole-4-yl)ethoxy]phenol (0.90 mmol), ethyl 2-bromo-2-methylpropanoate (2.25 mmol) and cesium carbonate (0.45 g, 1.38 mmol) in anhydrous DMF (4 mL) was heated for 24 h at 55° C. The mixture was concentrated in vacuo, and the residue was partitioned between ethyl acetate (50 mL) and water (40 mL), washed with brine, dried (Na2SO4), and removed in vacuo to give a crude oil which was purified using radial chromatography eluting with 2...